Dataset: the Open Reaction Database (ORD), a public repository of structured organic reaction records. Task: describe an organic reaction: reactants, conditions, products, and yield Reactants: O=C(n1ccnc1)n1ccnc1, CCN(CC)CCN, C1CCOC1, CC(C)NCCS(=O)c1ccccc1. Yields the product CCN(CC)CCNC(=O)N(CCS(=O)c1ccccc1)C(C)C. As a reaction SMILES: [C:1](=[O:2])([n:3]1[cH:4][cH:5][n:6][cH:7]1)[n:8]1[cH:9][cH:10][n:11][cH:12]1.[CH2:13]([CH3:14])[N:15]([CH2:16][CH2:17][NH2:18])[CH2:19][CH3:20].[O:35]1[CH2:36][CH2:37][CH2:38][CH2:39]1.[c:21]1([S:27](=[O:28])[CH2:29][CH2:30][NH:31][CH:32]([CH3:33])[CH3:34])[cH:22][cH:23][cH:24][cH:25][cH:26]1>>[C:1](=[O:2])([NH:18][CH2:17][CH2:16][N:15]([CH2:13][CH3:14])[CH2:19][CH3:20])[N:31]([CH2:30][CH2:29][S:27]([c:21]1[cH:22][cH:23][cH:24][cH:25][cH:26]1)=[O:28])[CH:32]([CH3:33])[CH3:34]. Starting materials: ice water, Cl (hydrochloric acid), C(#N)C=1C=C(C=CC1)CC(=O)O (3-cyanophenylacetic acid), C1(=CC=CC=C1)CCCCC (1-phenylpentane), [Cl-].[Al+3].[Cl-].[Cl-] (aluminum chloride). The solvent is C(Cl)Cl (methylene chloride), S(=O)(Cl)Cl (thionyl chloride). Yields the product C(CCCC)C1=CC=C(C(CC=2C=C(C#N)C=CC2)=O)C=C1 (3-(4-pentylphenacyl) benzonitrile). Yield: 20.4%. RXN SMILES: [C:1]([C:3]1[CH:4]=[C:5]([CH2:9][C:10]([OH:12])=O)[CH:6]=[CH:7][CH:8]=1)#[N:2].[C:13]1([CH2:19][CH2:20][CH2:21][CH2:22][CH3:23])[CH:18]=[CH:17][CH:16]=[CH:15][CH:14]=1.[Cl-].[Al+3].[Cl-].[Cl-].Cl>S(Cl)(Cl)=O.C(Cl)Cl>[CH2:19]([C:13]1[CH:14]=[CH:15][C:16]([C:10](=[O:12])[CH2:9][C:5]2[CH:4]=[C:3]([CH:8]=[CH:7][CH:6]=2)[C:1]#[N:2])=[CH:17][CH:18]=1)[CH2:20][CH2:21][CH2:22][CH3:23] |f:2.3.4.5|. Reported procedure: First, 3-cyanophenylacetic acid (3 g, 0.019 mol) is heated under reflux in thionyl chloride (50 ml) for 90 minutes. The excess thionyl chloride is then removed by distillation and the residual acid chloride added in one portion to a solution. 1-phenylpentane (2.76 g, 0,019 moles) in methylene chloride (10 ml). Anhydrous aluminum chloride (2.98 g) is added in small portions over 10 minutes. The reaction mixture is then heated under reflux for 1 hour, cooled and poured into a mixture of ice water ...